The task is: describe an organic reaction: reactants, conditions, products, and yield. This data is from the Open Reaction Database (ORD), a public repository of structured organic reaction records. Reactants: COC(=O)c1ccc(-n2cnc(C)c2)cc1, CO, Cl, [Na+], [OH-]. Yields the product Cc1cn(-c2ccc(C(=O)O)cc2)cn1. Reaction SMILES: [CH3:1][c:2]1[n:3][cH:4][n:5](-[c:7]2[cH:8][cH:9][c:10]([C:11](=[O:12])[O:13][CH3:14])[cH:15][cH:16]2)[cH:6]1.[CH3:20][OH:21].[ClH:19].[Na+:18].[OH-:17]>>[CH3:1][c:2]1[n:3][cH:4][n:5](-[c:7]2[cH:8][cH:9][c:10]([C:11](=[O:12])[OH:13])[cH:15][cH:16]2)[cH:6]1. The reactants are NC1=NC2=CC=CC=C2N=C1Cl (2-amino-3-chloro-quinoxaline), BrCC(C(=O)OCC)=O (ethyl bromopyruvate). Solvent: C(OC)COC (dimethoxyethane). The product is [Br-].C(=O)(OCC)C(=O)C[N+]1=C(C(=NC2=CC=CC=C12)Cl)N (1-carbethoxycarbonylmethyl-2-amino-3-chloro-quinoxalinium bromide). The yield is 28.4%. Reaction SMILES: [NH2:1][C:2]1[C:11]([Cl:12])=[N:10][C:9]2[C:4](=[CH:5][CH:6]=[CH:7][CH:8]=2)[N:3]=1.[Br:13][CH2:14][C:15](=[O:21])[C:16]([O:18][CH2:19][CH3:20])=[O:17]>C(COC)OC>[Br-:13].[C:16]([C:15]([CH2:14][N+:3]1[C:4]2[C:9](=[CH:8][CH:7]=[CH:6][CH:5]=2)[N:10]=[C:11]([Cl:12])[C:2]=1[NH2:1])=[O:21])([O:18][CH2:19][CH3:20])=[O:17] |f:3.4|. Procedure details: A solution of 9 g of 2-amino-3-chloro-quinoxaline, 12 g of ethyl bromopyruvate and 180 ml of dimethoxyethane was stirred overnight and was then filtered to obtain 5.33 g of 1-carbethoxycarbonylmethyl-2-amino-3-chloro-quinoxalinium bromide as a pale yellow crystalline solid. The filtrate was stirred in the refrigerator for 2 days to obtain two additional yields of 1.20 g and 3.62 g of the product for a total yield of 10.22 g. The solvent is CO (methanol). Reaction SMILES: [F:1][C:2]1[CH:3]=[C:4]([CH:19]=[C:20]([F:22])[CH:21]=1)[CH2:5][C@H:6]([NH:11][C:12](=[O:18])[O:13][C:14]([CH3:17])([CH3:16])[CH3:15])[C:7](=[O:10])[CH:8]=[CH2:9].[BH4-].[Na+].[Cl-].[Ce+3].[Cl-].[Cl-]>CO>[F:1][C:2]1[CH:3]=[C:4]([CH:19]=[C:20]([F:22])[CH:21]=1)[CH2:5][C@H:6]([NH:11][C:12](=[O:18])[O:13][C:14]([CH3:16])([CH3:17])[CH3:15])[CH:7]([OH:10])[CH:8]=[CH2:9] |f:1.2.3.4.5.6|. Procedure: Ketone (2) was reduced with sodium borohydride/cerium chloride (Luche conditions) in methanol at 0° C. to provide the allylic alcohol 3 as a mixture of alcohol epimers (white solid). Starting materials: FC=1C=C(C[C@@H](C(C=C)=O)NC(OC(C)(C)C)=O)C=C(C1)F (Tert-butyl (1S)-1-(3,5-difluorobenzyl)-2-oxobut-3-enylcarbamate), [BH4-].[Na+].[Cl-].[Ce+3].[Cl-].[Cl-] (sodium borohydride cerium chloride). Product: FC=1C=C(C[C@@H](C(C=C)O)NC(OC(C)(C)C)=O)C=C(C1)F (Tert-butyl (1S)-1-(3,5-difluorobenzyl)-2-hydroxybut-3-enylcarbamate). Starting materials: FC1=CC=C(OC2=C3CC[C@@H](N(C3=CC=C2C=2C=NN(C2)C2C(CNCC2)OC)C(=O)OC)C)C=C1 ((2S)-methyl 5-(4-fluorophenoxy)-6-(1-(3-methoxypiperidin-4-yl)-1H-pyrazol-4-yl)-2-methyl-3,4-dihydroquinoline-1(2H)-carboxylate), C=O (formaldehyde). Yields the product FC1=CC=C(OC2=C3CC[C@@H](N(C3=CC=C2C=2C=NN(C2)C2C(CN(CC2)C)OC)C(=O)OC)C)C=C1 ((2S)-Methyl 5-(4-fluorophenoxy)-6-(1-(3-methoxy-1-methylpiperidin-4-yl)-1H-pyrazol-4-yl)-2-methyl-3,4-dihydroquinoline-1(2H)-carboxylate). Reaction SMILES: [F:1][C:2]1[CH:36]=[CH:35][C:5]([O:6][C:7]2[C:16]([C:17]3[CH:18]=[N:19][N:20]([CH:22]4[CH2:27][CH2:26][NH:25][CH2:24][CH:23]4[O:28][CH3:29])[CH:21]=3)=[CH:15][CH:14]=[C:13]3[C:8]=2[CH2:9][CH2:10][C@H:11]([CH3:34])[N:12]3[C:30]([O:32][CH3:33])=[O:31])=[CH:4][CH:3]=1.[CH2:37]=O>>[F:1][C:2]1[CH:3]=[CH:4][C:5]([O:6][C:7]2[C:16]([C:17]3[CH:18]=[N:19][N:20]([CH:22]4[CH2:27][CH2:26][N:25]([CH3:37])[CH2:24][CH:23]4[O:28][CH3:29])[CH:21]=3)=[CH:15][CH:14]=[C:13]3[C:8]=2[CH2:9][CH2:10][C@H:11]([CH3:34])[N:12]3[C:30]([O:32][CH3:33])=[O:31])=[CH:35][CH:36]=1. Procedure: (2S)-Methyl 5-(4-fluorophenoxy)-6-(1-(3-methoxy-1-methylpiperidin-4-yl)-1H-pyrazol-4-yl)-2-methyl-3,4-dihydroquinoline-1(2H)-carboxylate was synthesized from (2S)-methyl 5-(4-fluorophenoxy)-6-(1-(3-methoxypiperidin-4-yl)-1H-pyrazol-4-yl)-2-methyl-3,4-dihydroquinoline-1(2H)-carboxylate and formaldehyde according to the procedure outlined above for Example 40. 1H NMR (400 MHz, CD3OD) δ ppm 1.16 (d, J=6.80 Hz, 3H), 1.50-1.65 (m, 1H), 1.98-2.11 (m, 1H), 2.15-2.22 (m, 1H), 2.40-2.70 (m, 3H), 2.78-3.0... Run in CO (methanol). The product is N1(C=NC=C1)CC1=CC2=C(N(C(=N2)C)CC=2C=NC=CC2)C=C1 (5-(1H-imidazol-1-yl-methyl)-2-methyl-1-(3-pyridinylmethyl)-1H-benzimidazole). As a reaction SMILES: [N:1]1([CH2:6][C:7]2[CH:8]=[C:9]([NH2:21])[C:10]([NH:13][CH2:14][C:15]3[CH:16]=[N:17][CH:18]=[CH:19][CH:20]=3)=[CH:11][CH:12]=2)[CH:5]=[CH:4][N:3]=[CH:2]1.[CH2:22](OC(OCC)(OCC)C)[CH3:23].C(O)(=O)C>CO>[N:1]1([CH2:6][C:7]2[CH:12]=[CH:11][C:10]3[N:13]([CH2:14][C:15]4[CH:16]=[N:17][CH:18]=[CH:19][CH:20]=4)[C:22]([CH3:23])=[N:21][C:9]=3[CH:8]=2)[CH:5]=[CH:4][N:3]=[CH:2]1. The reactants are N1(C=NC=C1)CC=1C=C(C(=CC1)NCC=1C=NC=CC1)N (4-(1H-imidazol-1-ylmethyl)-N1 -(3-pyridinylmethyl)-1,2-benzenediamine), C(C)OC(C)(OCC)OCC (triethoxyethane), C(C)(=O)O (acetic acid). Conditions: time 2 hour. Isolated yield 41.0%. Procedure: A mixture of 5.6 parts of 4-(1H-imidazol-1-ylmethyl)-N1 -(3-pyridinylmethyl)-1,2-benzenediamine, 20 parts of triethoxyethane, 2 parts of acetic acid and 200 parts of methanol was stirred for 2 hours at reflux temperature. The reaction mixture was evaporated. Methanol and methanol, saturated with ammonia, were added. The mixture was evaporated. The residue was purified by column chromatography over silica gel using a mixture of trichloromethane, methanol and methanol, saturated with ammonia, (88:... Reactants: O (water), Cl (HCl), ClC1=C(C=CC2=C(C(=CC=C12)OS(=O)(=O)C(F)(F)F)Cl)OS(=O)(=O)C(F)(F)F ([1,5-dichloro-6-(trifluoromethylsulfonyloxy)-2-naphthyl]trifluoro-methanesulfonate), C(CCC)C1=C(SC=C1)C#C (3-butyl-2-ethynylthiophene). The reagents and catalysts are Cl[Pd]([P](C1=CC=CC=C1)(C2=CC=CC=C2)C3=CC=CC=C3)([P](C4=CC=CC=C4)(C5=CC=CC=C5)C6=CC=CC=C6)Cl (Pd(PPh3)2Cl2), [Cu]I (copper(I) iodide). Solvent: C(C)N(CC)CC (triethylamine), C1CCOC1 (THF). Product: C(CCC)C1=C(SC=C1)C#CC1=C(C2=CC=C(C(=C2C=C1)Cl)C#CC=1SC=CC1CCCC)Cl (3-Butyl-2-[2-[6-[2-(3-butyl-2-thienyl)ethynyl]-1,5-dichloro-2-naphthyl]ethynyl]thiophene). Isolated yield 32.7%. As a reaction SMILES: [Cl:1][C:2]1[C:11]2[C:6](=[C:7]([Cl:20])[C:8](OS(C(F)(F)F)(=O)=O)=[CH:9][CH:10]=2)[CH:5]=[CH:4][C:3]=1OS(C(F)(F)F)(=O)=O.[CH2:29]([C:33]1[CH:37]=[CH:36][S:35][C:34]=1[C:38]#[CH:39])[CH2:30][CH2:31][CH3:32].O.Cl>C(N(CC)CC)C.C1COCC1.Cl[Pd](Cl)([P](C1C=CC=CC=1)(C1C=CC=CC=1)C1C=CC=CC=1)[P](C1C=CC=CC=1)(C1C=CC=CC=1)C1C=CC=CC=1.[Cu]I>[CH2:29]([C:33]1[CH:37]=[CH:36][S:35][C:34]=1[C:38]#[C:39][C:3]1[CH:4]=[CH:5][C:6]2[C:11](=[CH:10][CH:9]=[C:8]([C:39]#[C:38][C:34]3[S:35][CH:36]=[CH:37][C:33]=3[CH2:29][CH2:30][CH2:31][CH3:32])[C:7]=2[Cl:20])[C:2]=1[Cl:1])[CH2:30][CH2:31][CH3:32] |^1:56,75|. Reported procedure: 1.46 g (2.96 mmol) of [1,5-dichloro-6-(trifluoromethylsulfonyloxy)-2-naphthyl]trifluoro-methanesulfonate (17) and 1.46 g (8.89 mmol) of 3-butyl-2-ethynylthiophene (18) are dissolved in 1.25 ml of dry triethylamine and 30 ml of dry THF. To the reaction mixture are added 208 mg (0.30 mmol) of Pd(PPh3)2Cl2 and 113 mg (0.59 mmol) of copper(I) iodide. The mixture is heated under reflux for 20 h. 3 ml of water and 3 ml of 1N HCl solution are added thereto, the phases are separated and the aqueous phas...